Task: describe an organic reaction: reactants, conditions, products, and yield. Dataset: the Open Reaction Database (ORD), a public repository of structured organic reaction records The reactants are FC(C(CC(CBr)=C)N1C(C=2C(C1=O)=CC=CC2)=O)F (1,1-difluoro-2-phthalimido-4-methylene-5-bromo-pentane), C1(C=2C(C(N1)=O)=CC=CC2)=O.[K] (potassium phthalimide). Run in CN(C=O)C (N,N-dimethylformamide). Yields the product FC(C(CC(CN1C(C=2C(C1=O)=CC=CC2)=O)=C)N2C(C=1C(C2=O)=CC=CC1)=O)F (1,1-difluoro-2,5-diphthalimido-4-methylene-pentane). As a reaction SMILES: [F:1][CH:2]([F:20])[CH:3]([N:9]1[C:13](=[O:14])[C:12]2=[CH:15][CH:16]=[CH:17][CH:18]=[C:11]2[C:10]1=[O:19])[CH2:4][C:5](=[CH2:8])[CH2:6]Br.[C:21]1(=[O:31])[NH:25][C:24](=[O:26])[C:23]2=[CH:27][CH:28]=[CH:29][CH:30]=[C:22]12.[K]>CN(C)C=O>[F:1][CH:2]([F:20])[CH:3]([N:9]1[C:13](=[O:14])[C:12]2=[CH:15][CH:16]=[CH:17][CH:18]=[C:11]2[C:10]1=[O:19])[CH2:4][C:5](=[CH2:8])[CH2:6][N:25]1[C:24](=[O:26])[C:23]2=[CH:27][CH:28]=[CH:29][CH:30]=[C:22]2[C:21]1=[O:31] |f:1.2,^1:31|. Procedure details: A mixture of 1,1-difluoro-2-phthalimido-4-methylene-5-bromo-pentane (impure, evaluated 67 mmoles) prepared as in Step C above, and potassium phthalimide (13.9 g, 75 mmoles) is heated at 75° C. in dry N,N-dimethylformamide (DMF) (100 mL) for 3 hours. After removal of the DMF under vacuum, the residue is dissolved in chloroform and extracted with 1 N potassium hydroxide and three times with water. Work-up as described in Example 1(D) affords a colored oil (30 g, containing solvents) which is chrom... Reactants: C=CC(=O)OCC, CCO[Si](OCC)(OCC)OCC, C1CCOC1, [Cs+], [F-], O=C(c1cc(C(F)(F)F)cc(C(F)(F)F)c1)N1CCC2(CC1)C(=O)NCN2c1ccccc1. The product is CCOC(=O)CCN1CN(c2ccccc2)C2(CCN(C(=O)c3cc(C(F)(F)F)cc(C(F)(F)F)c3)CC2)C1=O. RXN SMILES: [C:49]([CH:50]=[CH2:51])(=[O:52])[O:53][CH2:54][CH3:55].[CH2:36]([O:37][Si:38]([O:39][CH2:40][CH3:41])([O:42][CH2:43][CH3:44])[O:45][CH2:46][CH3:47])[CH3:48].[CH2:56]1[O:57][CH2:58][CH2:59][CH2:60]1.[Cs+:35].[F-:34].[F:1][C:2]([c:3]1[cH:4][c:5]([C:6](=[O:7])[N:8]2[CH2:9][CH2:10][C:11]3([C:12](=[O:22])[NH:13][CH2:14][N:15]3[c:16]3[cH:17][cH:18][cH:19][cH:20][cH:21]3)[CH2:23][CH2:24]2)[cH:25][c:26]([C:28]([F:29])([F:30])[F:31])[cH:27]1)([F:32])[F:33]>>[F:1][C:2]([c:3]1[cH:4][c:5]([C:6](=[O:7])[N:8]2[CH2:9][CH2:10][C:11]3([C:12](=[O:22])[N:13]([CH2:51][CH2:50][C:49](=[O:52])[O:53][CH2:54][CH3:55])[CH2:14][N:15]3[c:16]3[cH:17][cH:18][cH:19][cH:20][cH:21]3)[CH2:23][CH2:24]2)[cH:25][c:26]([C:28]([F:29])([F:30])[F:31])[cH:27]1)([F:32])[F:33]. The reactants are C1(CC1)COCCC1=CC=C(OCC2CO2)C=C1 (1-[4-(2-cyclopropylmethoxy-ethyl)phenoxy]-2,3-epoxypropane), NCCCOC1=CC=C(C=C1)C=1CCC(NN1)=O (6-[4-(3-aminopropoxy)phenyl]-4,5-dihydro-3(2H)-pyridazinone). Yields the product C1(CC1)COCCC1=CC=C(OCC(CNCCCOC2=CC=C(C=C2)C=2CCC(NN2)=O)O)C=C1 (6-[4-[3-[3-(4-(2-Cyclopropylmethoxy-ethyl)phenoxy)-2-hydroxypropylamino]propoxy]phenyl]-4,5-dihydro-3(2H)-pyridazinone). RXN SMILES: [CH:1]1([CH2:4][O:5][CH2:6][CH2:7][C:8]2[CH:18]=[CH:17][C:11]([O:12][CH2:13][CH:14]3[O:16][CH2:15]3)=[CH:10][CH:9]=2)[CH2:3][CH2:2]1.[NH2:19][CH2:20][CH2:21][CH2:22][O:23][C:24]1[CH:29]=[CH:28][C:27]([C:30]2[CH2:31][CH2:32][C:33](=[O:36])[NH:34][N:35]=2)=[CH:26][CH:25]=1>>[CH:1]1([CH2:4][O:5][CH2:6][CH2:7][C:8]2[CH:18]=[CH:17][C:11]([O:12][CH2:13][CH:14]([OH:16])[CH2:15][NH:19][CH2:20][CH2:21][CH2:22][O:23][C:24]3[CH:25]=[CH:26][C:27]([C:30]4[CH2:31][CH2:32][C:33](=[O:36])[NH:34][N:35]=4)=[CH:28][CH:29]=3)=[CH:10][CH:9]=2)[CH2:3][CH2:2]1. Reported procedure: Prepared analogously to Example 1 from 1-[4-(2-cyclopropylmethoxy-ethyl)phenoxy]-2,3-epoxypropane and 6-[4-(3-aminopropoxy)phenyl]-4,5-dihydro-3(2H)-pyridazinone. Reaction SMILES: [Br:1][CH:2]([CH2:12][O:13][CH3:14])[C:3]([NH:5][C:6]([CH3:11])([CH3:10])[C:7]#[C:8][CH3:9])=[O:4].Cl.NC(C)(C)C#C[CH2:20][O:21]C>>[Br:1][CH:2]([CH2:12][O:13][CH3:14])[C:3]([NH:5][C:6]([CH3:10])([CH3:11])[C:7]#[C:8][CH2:9][O:21][CH3:20])=[O:4] |f:1.2|. The product is BrC(C(=O)NC(C#CCOC)(C)C)COC (2-Bromo-N-(1-methoxy-4-methylpent-2-yn-4-yl)-3-methoxypropionamide). Procedure details: 2-Bromo-N-(1-methoxy-4-methylpent-2-yn-4-yl)-3-methoxypropionamide was prepared from 2-bromo-1-methoxypropionic acid in a similar manner to 2-bromo-N-(4-methylpent-2-yn-4-yl)-3-methoxypropionamide described in Example 3, Stage 1, Step 2 using 4-amino-1-methoxy-4-methylpent-2-yne hydrochloride in place of 4-amino-4-methylpent-2-yne hydrochloride. The reactants are 2-bromo-1-methoxypropionic acid, BrC(C(=O)NC(C#CC)(C)C)COC (2-bromo-N-(4-methylpent-2-yn-4-yl)-3-methoxypropionamide), Cl.NC(C#CCOC)(C)C (4-amino-1-methoxy-4-methylpent-2-yne hydrochloride).